Dataset: the Open Reaction Database (ORD), a public repository of structured organic reaction records. Task: describe an organic reaction: reactants, conditions, products, and yield Reactants: [Al+3], O=Cc1cccc(Br)c1, C1CCOC1, C[Si](C)(C)C#N, CCN(C(C)C)C(C)C, [H-], [H-], [H-], [H-], [Li+]. Yields the product NCC(O)c1cccc(Br)c1. As a reaction SMILES: [Al+3:26].[Br:1][c:2]1[cH:3][c:4]([CH:5]=[O:6])[cH:7][cH:8][cH:9]1.[CH2:31]1[O:32][CH2:33][CH2:34][CH2:35]1.[CH3:10][Si:11]([CH3:12])([CH3:13])[C:14]#[N:15].[CH:16]([N:17]([CH2:18][CH3:19])[CH:20]([CH3:21])[CH3:22])([CH3:23])[CH3:24].[H-:25].[H-:28].[H-:29].[H-:30].[Li+:27]>>[Br:1][c:2]1[cH:3][c:4]([CH:5]([OH:6])[CH2:14][NH2:15])[cH:7][cH:8][cH:9]1. Reactants: O=C([O-])[O-], CN(C)C=O, CCOC(C)=O, O=Cc1ccc(C2CCCC2)cc1O, Cl, CI, [K+], [K+], O. Product: COc1cc(C2CCCC2)ccc1C=O. RXN SMILES: [C:17](=[O:18])([O-:19])[O-:20].[CH3:24][N:25]([CH3:26])[CH:27]=[O:28].[CH3:30][CH2:31][O:32][C:33](=[O:34])[CH3:35].[CH:1]1([c:6]2[cH:7][c:8]([OH:14])[c:9]([CH:10]=[O:11])[cH:12][cH:13]2)[CH2:2][CH2:3][CH2:4][CH2:5]1.[ClH:23].[I:15][CH3:16].[K+:21].[K+:22].[OH2:29]>>[CH:1]1([c:6]2[cH:7][c:8]([O:14][CH3:17])[c:9]([CH:10]=[O:11])[cH:12][cH:13]2)[CH2:2][CH2:3][CH2:4][CH2:5]1. The reactants are CN(CCOC=1C=C(C=CC1C)NC(OC(C)(C)C)=O)C (tert-Butyl (3-(2-dimethylamino-ethoxy)-4-methyl-phenyl)-carbamate), [OH-].[Na+] (NaOH). Solvent: Cl (HCl). Yields the product CN(CCOC=1C=C(N)C=CC1C)C (3-(2-Dimethylamino-ethoxy)-4-methylaniline). Yield: 89.6%. As a reaction SMILES: [CH3:1][N:2]([CH3:21])[CH2:3][CH2:4][O:5][C:6]1[CH:7]=[C:8]([NH:13]C(=O)OC(C)(C)C)[CH:9]=[CH:10][C:11]=1[CH3:12].[OH-].[Na+]>Cl>[CH3:1][N:2]([CH3:21])[CH2:3][CH2:4][O:5][C:6]1[CH:7]=[C:8]([CH:9]=[CH:10][C:11]=1[CH3:12])[NH2:13] |f:1.2|. Reported procedure: A solution of 8 (1.15 g) in 6N HCl (10 mL) was heated at 60° C. for 4 hours. After cooling to room temperature, the solution was neutralized with 6N NaOH solution. The aqueous mixture was extracted with EtOAc (2×30 mL), the combined organic layers were washed with brine (1×50 mL) and dried over MgSO4. The solids were filtered, and the filtrate was concentrated under reduced pressure to give the desired product as an oil (0.68 g). The reactants are C(C1=CC=CC=C1)OC(=O)N1[C@@H](C[C@@H]([C@H](C1)OCC=1C=CC2=C(N(CCO2)CCCOC)C1)C1=CC=C(C=C1)OC)CCC(=O)O ((2R,4R,5R)-2-(2-carboxy-ethyl)-4-(4-methoxy-phenyl)-5-[4-(3-methoxy-propyl)-3,4-dihydro-2H-benzo[1,4]oxazin-6-ylmethoxy]-piperidine-1-carboxylic acid benzyl ester), CNC (dimethylamine). The product is C(C1=CC=CC=C1)OC(=O)N1[C@@H](C[C@@H]([C@H](C1)OCC=1C=CC2=C(N(CCO2)CCCOC)C1)C1=CC=C(C=C1)OC)CCC(N(C)C)=O ((2R,4R,5R)-2-(2-Dimethylcarbamoyl-ethyl)-4-(4-methoxy-phenyl)-5-[4-(3-methoxy-propyl)-3,4-dihydro-2H-benzo[1,4]oxazin-6-ylmethoxy]-piperidine-1-carboxylic acid benzyl ester). Reaction SMILES: [CH2:1]([O:8][C:9]([N:11]1[CH2:16][C@H:15]([O:17][CH2:18][C:19]2[CH:20]=[CH:21][C:22]3[O:27][CH2:26][CH2:25][N:24]([CH2:28][CH2:29][CH2:30][O:31][CH3:32])[C:23]=3[CH:33]=2)[C@@H:14]([C:34]2[CH:39]=[CH:38][C:37]([O:40][CH3:41])=[CH:36][CH:35]=2)[CH2:13][C@H:12]1[CH2:42][CH2:43][C:44]([OH:46])=O)=[O:10])C1C=CC=CC=1.[CH3:47][NH:48][CH3:49]>>[CH2:1]([O:8][C:9]([N:11]1[CH2:16][C@H:15]([O:17][CH2:18][C:19]2[CH:20]=[CH:21][C:22]3[O:27][CH2:26][CH2:25][N:24]([CH2:28][CH2:29][CH2:30][O:31][CH3:32])[C:23]=3[CH:33]=2)[C@@H:14]([C:34]2[CH:39]=[CH:38][C:37]([O:40][CH3:41])=[CH:36][CH:35]=2)[CH2:13][C@H:12]1[CH2:42][CH2:43][C:44](=[O:46])[N:48]([CH3:49])[CH3:47])=[O:10])[C:19]1[CH:20]=[CH:21][CH:22]=[CH:23][CH:33]=1. Procedure: Similar to example 6a, 80.0 mg of (2R,4R,5R)-2-(2-carboxy-ethyl)-4-(4-methoxy-phenyl)-5-[4-(3-methoxy-propyl)-3,4-dihydro-2H-benzo[1,4]oxazin-6-ylmethoxy]-piperidine-1-carboxylic acid benzyl ester (from example 19b) are reacted with dimethylamine to afford the title compound as a yellow oil. Rf=0.35 (dichlormethane-methanol 9:1); Rt=4.93.